From a dataset of the Open Reaction Database (ORD), a public repository of structured organic reaction records. describe an organic reaction: reactants, conditions, products, and yield Starting materials: BrC[C@H](C)NC1=C(C(=O)NCC2=CC(=C(C=C2)OC)OC)C=C(C=C1)C#N ((S)-2-(2-bromo-1-methylethylamino)-5-cyano-N-(3,4-dimethoxybenzyl)benzamide), [Na+].C1(=CC=CC=C1)S(=O)(=O)[O-] (benzenesulfonic acid sodium salt). Solvent: C(C)(=O)OCC (ethyl acetate), CS(=O)C (dimethylsulfoxide). Reaction conditions: temperature 90 celsius, time 3 hour. The product is C(#N)C=1C=CC(=C(C(=O)NCC2=CC(=C(C=C2)OC)OC)C1)N[C@H](CS(=O)(=O)C1=CC=CC=C1)C ((S)-5-cyano-N-(3,4-dimethoxybenzyl)-2-(2-phenylsulfonyl-1-methylethylamino)benzamide). Isolated yield 56.0%. Reaction SMILES: Br[CH2:2][C@@H:3]([NH:5][C:6]1[CH:25]=[CH:24][C:23]([C:26]#[N:27])=[CH:22][C:7]=1[C:8]([NH:10][CH2:11][C:12]1[CH:17]=[CH:16][C:15]([O:18][CH3:19])=[C:14]([O:20][CH3:21])[CH:13]=1)=[O:9])[CH3:4].[Na+].[C:29]1([S:35]([O-])(=[O:37])=[O:36])[CH:34]=[CH:33][CH:32]=[CH:31][CH:30]=1>CS(C)=O.C(OCC)(=O)C>[C:26]([C:23]1[CH:24]=[CH:25][C:6]([NH:5][C@@H:3]([CH3:4])[CH2:2][S:35]([C:29]2[CH:34]=[CH:33][CH:32]=[CH:31][CH:30]=2)(=[O:37])=[O:36])=[C:7]([CH:22]=1)[C:8]([NH:10][CH2:11][C:12]1[CH:17]=[CH:16][C:15]([O:18][CH3:19])=[C:14]([O:20][CH3:21])[CH:13]=1)=[O:9])#[N:27] |f:1.2|. Reported procedure: To a solution of (S)-2-(2-bromo-1-methylethylamino)-5-cyano-N-(3,4-dimethoxybenzyl)benzamide (147 mg) in dimethylsulfoxide (2 mL) was added benzenesulfonic acid sodium salt (81.6 mg), and the mixture was stirred for 3 hours at 90° C. The resulting mixture was diluted with ethyl acetate and washed successively with water and brine. The organic layer was dried over sodium sulfate and evaporated in vacuo. The residue was subjected to a silica gel column chromatography eluting with a mixture of chlo... The reactants are ClC1=NC(=CC(=N1)N1CC2CCC(C1)O2)Cl (3-(2,6-Dichloro-pyrimidin-4-yl)-8-oxa-3-aza-bicyclo[3.2.1]octane), Cl (HCl), solution, [OH-].[Na+] (sodium hydroxide). Solvent: three, C1CCOC1 (THF). Run at temperature 150 celsius. The product is C12CN(CC(CC1)O2)C2=NC(=NC(=C2)Cl)O (4-(8-Oxa-3-azabicyclo[3.2.1]octan-3-yl)-6-chloropyrimidin-2-ol). Yield: 221.4%. As a reaction SMILES: Cl[C:2]1[N:7]=[C:6]([N:8]2[CH2:14][CH:13]3[O:15][CH:10]([CH2:11][CH2:12]3)[CH2:9]2)[CH:5]=[C:4]([Cl:16])[N:3]=1.[OH-:17].[Na+].Cl>C1COCC1>[CH:10]12[O:15][CH:13]([CH2:12][CH2:11]1)[CH2:14][N:8]([C:6]1[CH:5]=[C:4]([Cl:16])[N:3]=[C:2]([OH:17])[N:7]=1)[CH2:9]2 |f:1.2|. Procedure: In three 2-5 mL microwave vials was each placed 3-(2,6-dichloropyrimidin-4-yl)-8-oxa-3-azabicyclo[3.2.1]octane (9, 100 mg, 0.384 mmol) in THF (2 ml). A 1N solution of sodium hydroxide (2 ml, 2.000 mmol) was added to each vial. The reaction was heated under microwave irradiation at 150° C. for 30 min. The contents of the three microwave vials were combined, 6 mL 2N HCl was added to acidify (pH˜3). Silica gel was added and the mixture was concentrate purify by silica gel chromatography, using a gr...